The task is: describe an organic reaction: reactants, conditions, products, and yield. This data is from the Open Reaction Database (ORD), a public repository of structured organic reaction records. Reactants: COc1cccc(C(=O)O)c1, CC(C)O, Nc1ccc2ccc(Cl)nc2n1, O. The product is COc1cccc(C(=O)Nc2ccc3ccc(Cl)nc3n2)c1. RXN SMILES: [CH3:1][O:2][c:3]1[cH:4][c:5]([C:6](=[O:7])[OH:8])[cH:9][cH:10][cH:11]1.[CH3:24][CH:25]([OH:26])[CH3:27].[NH2:12][c:13]1[n:14][c:15]2[n:16][c:17]([Cl:23])[cH:18][cH:19][c:20]2[cH:21][cH:22]1.[OH2:28]>>[CH3:1][O:2][c:3]1[cH:4][c:5]([C:6](=[O:8])[NH:12][c:13]2[n:14][c:15]3[n:16][c:17]([Cl:23])[cH:18][cH:19][c:20]3[cH:21][cH:22]2)[cH:9][cH:10][cH:11]1. The reactants are C1CCOC1, CO, Cn1cc(C#N)cc1-c1c2c(=S)[nH]c(=O)n(CC3CC3)c2nn1Cc1ccnc2ccc(Cl)cc12, Cl[Hg]Cl, N. Product: Cn1cc(C#N)cc1-c1c2c(N)nc(=O)n(CC3CC3)c2nn1Cc1ccnc2ccc(Cl)cc12. RXN SMILES: [CH2:37]1[O:38][CH2:39][CH2:40][CH2:41]1.[CH3:42][OH:43].[Cl:1][c:2]1[cH:3][c:4]2[c:5]([CH2:12][n:13]3[n:14][c:15]4[n:16]([CH2:32][CH:33]5[CH2:34][CH2:35]5)[c:17](=[O:31])[nH:18][c:19](=[S:30])[c:20]4[c:21]3-[c:22]3[cH:23][c:24]([C:28]#[N:29])[cH:25][n:26]3[CH3:27])[cH:6][cH:7][n:8][c:9]2[cH:10][cH:11]1.[Cl:44][Hg:45][Cl:46].[NH3:36]>>[Cl:1][c:2]1[cH:3][c:4]2[c:5]([CH2:12][n:13]3[n:14][c:15]4[n:16]([CH2:32][CH:33]5[CH2:34][CH2:35]5)[c:17](=[O:31])[n:18][c:19]([NH2:36])[c:20]4[c:21]3-[c:22]3[cH:23][c:24]([C:28]#[N:29])[cH:25][n:26]3[CH3:27])[cH:6][cH:7][n:8][c:9]2[cH:10][cH:11]1. Reactants: O.NN (Hydrazine hydrate), Br/C=1/C(=O)OC(\C1)=O (bromomaleic anhydride), NN (hydrazine). The solvent is C1CCOC1 (THF). Yields the product BrC=1C(NNC(C1)=O)=O (4-Bromo-1,2-dihydropyridazine-3,6-dione). The yield is 76.9%. As a reaction SMILES: O.[NH2:2][NH2:3].[Br:4][C:5]1[C:6](O[C:9](=[O:11])[CH:10]=1)=[O:7].NN>C1COCC1>[Br:4][C:5]1[C:6](=[O:7])[NH:2][NH:3][C:9](=[O:11])[CH:10]=1 |f:0.1|. Procedure: Hydrazine hydrate (28 ml, 576 mmol) was added dropwise to a stirred solution of bromomaleic anhydride (100 g, 565 mmol) in THF (1 l) cooled in an ice-bath so that the internal temperature did not exceed 10° C. After complete addition of the hydrazine the mixture was refluxed for 18 h. Solvent was removed by evaporation and the residues were dried by azeotroping with toluene. The residue was triturated and washed with diethyl ether to give the title compound as an orange solid (83 g, 77%). 1H NMR... Reactants: CCCCCCCCCC=1C=CC(=CC1)O (nonylphenol), C1CO1 (ethylene oxide), CCCCCCCCCC=1C=CC(=CC1)O (nonylphenol), C1CO1 (ethylene oxide), C1CO1 (ethylene oxide), C1CO1 (ethylene oxide), CCCCCCCCCC=1C=CC(=CC1)O (nonylphenol), C1CO1 (ethylene oxide). The product is C(CCCCCCCC)C1(CCCCC1)O (nonylcyclohexanol). Reaction SMILES: C1[O:3]C1.[CH3:4][CH2:5][CH2:6][CH2:7][CH2:8][CH2:9][CH2:10][CH2:11][CH2:12][C:13]1[CH:14]=[CH:15][C:16](O)=[CH:17][CH:18]=1>>[CH2:12]([C:13]1([OH:3])[CH2:14][CH2:15][CH2:16][CH2:17][CH2:18]1)[CH2:11][CH2:10][CH2:9][CH2:8][CH2:7][CH2:6][CH2:5][CH3:4]. Procedure: The same procedures as the first ethylene oxide addition step of Example 29 were carried out except that the amount of ethylene oxide was changed to 61 g (1.38 moles). That is, 0.69 mole of ethylene oxide was reacted with 1 mole of nonylphenol. Colorless liquid thus obtained was analyzed with liquid chromatography. The liquid contained 27.3% by weight of nonylphenol, 72.7% by weight of one molar ethylene oxide adduct, and trace amount of two molar ethylene oxide adduct of nonylphenol, respective... Starting materials: C(C)OC(=O)C1=C(COC2=CC=C(C=C2)CC(=O)OCC)C=CC(=C1)C(F)(F)F (ethyl 4-(2-ethoxycarbonyl-4-trifluoromethylbenzyloxy)phenylacetate), [OH-].[K+] (potassium hydroxide). Yields the product C(=O)(O)C1=C(COC2=CC=C(C=C2)CC(=O)O)C=CC(=C1)C(F)(F)F (4-(2-carboxy-4-trifluoromethylbenzyloxy)phenylacetic acid). As a reaction SMILES: C([O:3][C:4]([C:6]1[CH:25]=[C:24]([C:26]([F:29])([F:28])[F:27])[CH:23]=[CH:22][C:7]=1[CH2:8][O:9][C:10]1[CH:15]=[CH:14][C:13]([CH2:16][C:17]([O:19]CC)=[O:18])=[CH:12][CH:11]=1)=[O:5])C.[OH-].[K+]>>[C:4]([C:6]1[CH:25]=[C:24]([C:26]([F:27])([F:29])[F:28])[CH:23]=[CH:22][C:7]=1[CH2:8][O:9][C:10]1[CH:15]=[CH:14][C:13]([CH2:16][C:17]([OH:19])=[O:18])=[CH:12][CH:11]=1)([OH:5])=[O:3] |f:1.2|. Reported procedure: Reaction of ethyl 4-(2-ethoxycarbonyl-4-trifluoromethylbenzyloxy)phenylacetate with potassium hydroxide as described in Example 1c provides 4-(2-carboxy-4-trifluoromethylbenzyloxy)phenylacetic acid, m.p. 185°-187°. Reactants: C1(=CCCCC1)C1=C(C=CC(=C1)CCS(=O)(=O)N1CCOCC1)NC(=O)C=1N(C=C(N1)C#N)COCC[Si](C)(C)C (4-cyano-1-(2-trimethylsilanyl-ethoxymethyl)-1H-imidazole-2-carboxylic acid {2-cyclohex-1-enyl-4-[2-(morpholine-4-sulfonyl)-ethyl]-phenyl}-amide), C(=O)(C(F)(F)F)O (TFA). Reagents/catalysts: CCO (EtOH). Run in C(Cl)Cl (CH2Cl2). Reaction conditions: time 2 hour. The product is C1(=CCCCC1)C1=C(C=CC(=C1)CCS(=O)(=O)N1CCOCC1)NC(=O)C=1NC=C(N1)C#N (4-Cyano-1H-imidazole-2-carboxylic acid {2-cyclohex-1-enyl-4-[2-(morpholine-4-sulfonyl)-ethyl]-phenyl}-amide). Isolated yield 3.8%. As a reaction SMILES: [C:1]1([C:7]2[CH:12]=[C:11]([CH2:13][CH2:14][S:15]([N:18]3[CH2:23][CH2:22][O:21][CH2:20][CH2:19]3)(=[O:17])=[O:16])[CH:10]=[CH:9][C:8]=2[NH:24][C:25]([C:27]2[N:28](COCC[Si](C)(C)C)[CH:29]=[C:30]([C:32]#[N:33])[N:31]=2)=[O:26])[CH2:6][CH2:5][CH2:4][CH2:3][CH:2]=1.C(O)(C(F)(F)F)=O>C(Cl)Cl.CCO>[C:1]1([C:7]2[CH:12]=[C:11]([CH2:13][CH2:14][S:15]([N:18]3[CH2:19][CH2:20][O:21][CH2:22][CH2:23]3)(=[O:17])=[O:16])[CH:10]=[CH:9][C:8]=2[NH:24][C:25]([C:27]2[NH:28][CH:29]=[C:30]([C:32]#[N:33])[N:31]=2)=[O:26])[CH2:6][CH2:5][CH2:4][CH2:3][CH:2]=1. Procedure: A solution of 221 mg (0.367 mmol) of 4-cyano-1-(2-trimethylsilanyl-ethoxymethyl)-1H-imidazole-2-carboxylic acid {2-cyclohex-1-enyl-4-[2-(morpholine-4-sulfonyl)-ethyl]-phenyl}-amide (as prepared in the previous step) in CH2Cl2 (20 mL) was treated with EtOH (3 drops) and TFA (1.8 mL) and stirred at RT for 2 h. Solvents were evaporated in vacuo, and the resulting residue was chromatographed on a 25-g Varian MegaBond Elut SPE column with 50-70% EtOAc-hexane to afford 6.6 mg (4%) of the title compoun...